Dataset: the Open Reaction Database (ORD), a public repository of structured organic reaction records. Task: describe an organic reaction: reactants, conditions, products, and yield The reactants are FC1=CC=C2CCC(C2=C1)NC1=NC2=CC=C(C=C2C=C1)N (rac-N2-(6-fluoro-indan-1-yl)-quinoline-2,6-diamine), C1(CC1)C(=O)O (cyclopropanecarboxylic acid). The product is FC1=CC=C2CCC(C2=C1)NC1=NC2=CC=C(C=C2C=C1)NC(=O)C1CC1 (rac-Cyclopropanecarboxylic acid [2-(6-fluoro-indan-1-ylamino)-quinolin-6-yl]-amide). RXN SMILES: [F:1][C:2]1[CH:10]=[C:9]2[C:5]([CH2:6][CH2:7][CH:8]2[NH:11][C:12]2[CH:21]=[CH:20][C:19]3[C:14](=[CH:15][CH:16]=[C:17]([NH2:22])[CH:18]=3)[N:13]=2)=[CH:4][CH:3]=1.[CH:23]1([C:26](O)=[O:27])[CH2:25][CH2:24]1>>[F:1][C:2]1[CH:10]=[C:9]2[C:5]([CH2:6][CH2:7][CH:8]2[NH:11][C:12]2[CH:21]=[CH:20][C:19]3[C:14](=[CH:15][CH:16]=[C:17]([NH:22][C:26]([CH:23]4[CH2:25][CH2:24]4)=[O:27])[CH:18]=3)[N:13]=2)=[CH:4][CH:3]=1. Procedure details: The title compound was prepared in accordance with the general method 14 described in example 119 from rac-N2-(6-fluoro-indan-1-yl)-quinoline-2,6-diamine and cyclopropanecarboxylic acid; MS: m/e=362.4 (M+H−).